The task is: describe an organic reaction: reactants, conditions, products, and yield. This data is from the Open Reaction Database (ORD), a public repository of structured organic reaction records. Starting materials: N1=C(C=CC2=CC=CC=C12)COC1=CC=C(C=C1)CCN1CCC(CC1)=C1C=2N(CCC3=C1C=CC=C3)C(=CN2)C=O (6,11-dihydro-11-[1-[2-[4-(2-quinolinylmethoxy)phenyl]ethyl]4-piperidinylidene]-5H-imidazo[2,1-b][3]benzazepine-3-carboxaldehyde), [O-]C#N.[Na+] (sodium cyanate), C(C)(=O)O (Ethanoic acid). The reagents and catalysts are [O-2].[O-2].[Mn+4] (manganese dioxide). The solvent is CO (methanol). Yields the product N1=C(C=CC2=CC=CC=C12)COC1=CC=C(C=C1)CCN1CCC(CC1)=C1C=2N(CCC3=C1C=CC=C3)C(=CN2)C(=O)OC (methyl 6,11-dihydro-11-[1-[2-[4-(2-quinolinylmethoxy)phenyl]ethyl]-4-piperidinylidene]-5H-imidazo[2,1-b][3]-benzazepine-3-carboxylate). Isolated yield 87.9%. As a reaction SMILES: [N:1]1[C:10]2[C:5](=[CH:6][CH:7]=[CH:8][CH:9]=2)[CH:4]=[CH:3][C:2]=1[CH2:11][O:12][C:13]1[CH:18]=[CH:17][C:16]([CH2:19][CH2:20][N:21]2[CH2:26][CH2:25][C:24](=[C:27]3[C:33]4[CH:34]=[CH:35][CH:36]=[CH:37][C:32]=4[CH2:31][CH2:30][N:29]4[C:38]([CH:41]=[O:42])=[CH:39][N:40]=[C:28]34)[CH2:23][CH2:22]2)=[CH:15][CH:14]=1.[O-:43][C:44]#N.[Na+].C(O)(=O)C>CO.[O-2].[O-2].[Mn+4]>[N:1]1[C:10]2[C:5](=[CH:6][CH:7]=[CH:8][CH:9]=2)[CH:4]=[CH:3][C:2]=1[CH2:11][O:12][C:13]1[CH:18]=[CH:17][C:16]([CH2:19][CH2:20][N:21]2[CH2:22][CH2:23][C:24](=[C:27]3[C:33]4[CH:34]=[CH:35][CH:36]=[CH:37][C:32]=4[CH2:31][CH2:30][N:29]4[C:38]([C:41]([O:43][CH3:44])=[O:42])=[CH:39][N:40]=[C:28]34)[CH2:25][CH2:26]2)=[CH:15][CH:14]=1 |f:1.2,5.6.7|. Procedure details: A mixture of compound 4 (164 g), sodium cyanate (80 g) and manganese dioxide (500 g) in methanol (5.5l) was stirred at room temperature. Ethanoic acid (122 g) was added dropwise and the resulting reaction mixture was stirred and refluxed overnight. The reaction mixture was filtered over dicalite, and the filter residue was rinsed with CH3OH/CH2Cl2. The filtrate was evaporated. The residue was partitioned between DCM and aqueous K2CO3 solution. The organic layer was separated, dried (MgSO4), filt... Reactants: O (water), [H-].[Na+] (Sodium hydride), C(C)OC(=O)C1=CNC2=CC=C(C=C12)Br (5-bromo-1H-indole-3-carboxylic acid ethyl ester), CI (Methyl iodide). The solvent is CN(C=O)C (N,N-dimethylformamide). Reaction conditions: time 0.5 hour. Product: C(C)OC(=O)C1=CN(C2=CC=C(C=C12)Br)C (5-bromo-1-methyl-1H-indole-3-carboxylic acid ethyl ester). As a reaction SMILES: [H-].[Na+].[CH2:3]([O:5][C:6]([C:8]1[C:16]2[C:11](=[CH:12][CH:13]=[C:14]([Br:17])[CH:15]=2)[NH:10][CH:9]=1)=[O:7])[CH3:4].[CH3:18]I.O>CN(C)C=O>[CH2:3]([O:5][C:6]([C:8]1[C:16]2[C:11](=[CH:12][CH:13]=[C:14]([Br:17])[CH:15]=2)[N:10]([CH3:18])[CH:9]=1)=[O:7])[CH3:4] |f:0.1|. Reported procedure: Sodium hydride (537 mg) was added to a solution of 5-bromo-1H-indole-3-carboxylic acid ethyl ester (3.00 g) in N,N-dimethylformamide (22 ml) at room temperature, and stirred at the same temperature for 0.5 hour. Methyl iodide (2.1 ml) was added and the mixture was stirred at the same temperature for two hours. After completion of the reaction, water was added and the precipitated solid was collected by filtration. The resulting residue was purified with silica gel column chromatography (n-hexane... Reactants: CCOC(=O)C1CCCC2CCNCC21, CCN=C=NCCCN(C)C, ClCCl, Cl, O=C(O)CCc1ccc(F)cc1. Product: CCOC(=O)C1CCCC2CCN(C(=O)CCc3ccc(F)cc3)CC21. Reaction SMILES: [CH2:1]1[NH:2][CH2:3][CH2:4][CH:5]2[CH2:6][CH2:7][CH2:8][CH:9]([C:11](=[O:12])[O:13][CH2:14][CH3:15])[CH:10]12.[CH3:16][N:17]([CH3:18])[CH2:19][CH2:20][CH2:21][N:22]=[C:23]=[N:24][CH2:25][CH3:26].[Cl:40][CH2:41][Cl:42].[ClH:39].[F:27][c:28]1[cH:29][cH:30][c:31]([CH2:34][CH2:35][C:36](=[O:37])[OH:38])[cH:32][cH:33]1>>[CH2:1]1[N:2]([C:36]([CH2:35][CH2:34][c:31]2[cH:30][cH:29][c:28]([F:27])[cH:33][cH:32]2)=[O:37])[CH2:3][CH2:4][CH:5]2[CH2:6][CH2:7][CH2:8][CH:9]([C:11](=[O:12])[O:13][CH2:14][CH3:15])[CH:10]12. Reactants: Cl.NO (Hydroxylamine hydrochloride), C(C)OC(C(=CN(C)C)C(C1=CC=C(C=C1)[N+](=O)[O-])=O)=O (ethyl-2-(4'-nitrobenzoyl)-3-dimethylaminopropenoate), C(C)(=O)[O-].[Na+] (sodium acetate), O1CCCC1 (tetrahydrofuran), resultant mixture. Solvent: CO (methanol). Product: C(C)OC(=O)C=1C=NOC1C1=CC=C(C=C1)[N+](=O)[O-] (ethyl-5-(4'-nitrophenyl)-4-isoxazolecarboxylate). Isolated yield 45.8%. RXN SMILES: Cl.NO.[CH2:4]([O:6][C:7](=[O:24])[C:8]([C:13](=[O:23])[C:14]1[CH:19]=[CH:18][C:17]([N+:20]([O-:22])=[O:21])=[CH:16][CH:15]=1)=[CH:9][N:10](C)C)[CH3:5].C([O-])(=O)C.[Na+].O1CCCC1>CO>[CH2:4]([O:6][C:7]([C:8]1[CH:9]=[N:10][O:23][C:13]=1[C:14]1[CH:19]=[CH:18][C:17]([N+:20]([O-:22])=[O:21])=[CH:16][CH:15]=1)=[O:24])[CH3:5] |f:0.1,3.4|. Reported procedure: Hydroxylamine hydrochloride (0.69 g.; 0.01 mol.) was added to a mixture of ethyl-2-(4'-nitrobenzoyl)-3-dimethylaminopropenoate (2.93 g.; 0.01 mol.) and anhydrous sodium acetate (0.82 g.; 0.01 mol.) in 50 ml. of tetrahydrofuran and 25 ml. of methanol. The resultant mixture was stirred at 25° C. for 16 hours until the reaction was complete. The reaction mixture was filtered and the solvent removed from the filtrate by concentration in vacuo. The residue was dissolved in chloroform, extracted with ...